Dataset: the Open Reaction Database (ORD), a public repository of structured organic reaction records. Task: describe an organic reaction: reactants, conditions, products, and yield The reactants are compound, ClC1=C(C=CC(=C1)Cl)C1=CC2=C(N(C3=CC=C(C=C23)C=2N=C(SC2)CO)C)N(C1=O)C (3-(2,4-dichlorophenyl)-6-(2-hydroxymethylthiazol-4-yl)-1,9-dimethyl-1,9-dihydropyrido[2,3-b]indol-2-one), IC (iodomethane). The product is ClC1=C(C=CC(=C1)Cl)C1=CC2=C(N(C3=CC=C(C=C23)C=2N=C(SC2)COC)C)N(C1=O)C (3-(2,4-Dichlorophenyl)-6-(2-methoxymethylthiazol-4-yl)-1,9-dimethyl-1,9-dihydropyrido[2,3-b]indol-2-one). RXN SMILES: [Cl:1][C:2]1[CH:7]=[C:6]([Cl:8])[CH:5]=[CH:4][C:3]=1[C:9]1[C:29](=[O:30])[N:28]([CH3:31])[C:12]2[N:13]([CH3:27])[C:14]3[C:19]([C:11]=2[CH:10]=1)=[CH:18][C:17]([C:20]1[N:21]=[C:22]([CH2:25][OH:26])[S:23][CH:24]=1)=[CH:16][CH:15]=3.I[CH3:33]>>[Cl:1][C:2]1[CH:7]=[C:6]([Cl:8])[CH:5]=[CH:4][C:3]=1[C:9]1[C:29](=[O:30])[N:28]([CH3:31])[C:12]2[N:13]([CH3:27])[C:14]3[C:19]([C:11]=2[CH:10]=1)=[CH:18][C:17]([C:20]1[N:21]=[C:22]([CH2:25][O:26][CH3:33])[S:23][CH:24]=1)=[CH:16][CH:15]=3. Procedure: The process is carried out as in Example 10 above, with the compound from Example 9, 3-(2,4-dichlorophenyl)-6-(2-hydroxymethylthiazol-4-yl)-1,9-dimethyl-1,9-dihydropyrido[2,3-b]indol-2-one and iodomethane The reactants are C=O, CO, CSc1nnc(NC(=O)N(C)N)s1, [K+], [OH-]. Product: CSc1nnc(N2CNN(C)C2=O)s1. RXN SMILES: [CH2:14]=[O:15].[CH3:18][OH:19].[CH3:1][N:2]([NH2:3])[C:4](=[O:5])[NH:6][c:7]1[s:8][c:9]([S:12][CH3:13])[n:10][n:11]1.[K+:17].[OH-:16]>>[CH3:1][N:2]1[NH:3][CH2:14][N:6]([c:7]2[s:8][c:9]([S:12][CH3:13])[n:10][n:11]2)[C:4]1=[O:5]. Starting materials: C(C)(=O)N1CCC(CC1)C(C1=C(C=C(C=C1)F)F)=O (1-acetyl-4-(2,4-difluorobenzoyl)piperidine), Cl (Hydrochloric acid). Product: Cl.FC1=C(C=CC(=C1)F)C(=O)C1CCNCC1 (2,4-difluorophenyl-(4-piperidinyl)methanone hydrochloride). Yield: 85.0%. RXN SMILES: C([N:4]1[CH2:9][CH2:8][CH:7]([C:10](=[O:19])[C:11]2[CH:16]=[CH:15][C:14]([F:17])=[CH:13][C:12]=2[F:18])[CH2:6][CH2:5]1)(=O)C.[ClH:20]>>[ClH:20].[F:18][C:12]1[CH:13]=[C:14]([F:17])[CH:15]=[CH:16][C:11]=1[C:10]([CH:7]1[CH2:8][CH2:9][NH:4][CH2:5][CH2:6]1)=[O:19] |f:2.3|. Procedure details: 1-acetyl-4-(2,4-difluorobenzoyl)piperidine (5.6 g, 20.9 mmol) is added to 19 ml of 6N Hydrochloric acid and reflux for 5 hours. The mixture is evaporated to dryness under reduced pressure. The residue is added 20 ml of isopropanol, stirred, filtered, and dried to obtain 4.67 g of a product, with a yield of 85%. Reactants: CO, COCOc1c(C)cc(OC(=O)c2ccccc2)cc1Cl, [K+], [OH-]. Yields the product COCOc1c(C)cc(O)cc1Cl. RXN SMILES: [CH3:24][OH:25].[Cl:1][c:2]1[cH:3][c:4]([O:13][C:14](=[O:15])[c:16]2[cH:17][cH:18][cH:19][cH:20][cH:21]2)[cH:5][c:6]([CH3:12])[c:7]1[O:8][CH2:9][O:10][CH3:11].[K+:23].[OH-:22]>>[Cl:1][c:2]1[cH:3][c:4]([OH:13])[cH:5][c:6]([CH3:12])[c:7]1[O:8][CH2:9][O:10][CH3:11].